From a dataset of the Open Reaction Database (ORD), a public repository of structured organic reaction records. describe an organic reaction: reactants, conditions, products, and yield RXN SMILES: [CH2:1]([CH3:2])[P:3]([O:4][CH3:6])(=[O:5])[c:7]1[c:8]([N+:25](=[O:26])[O-:27])[cH:9][cH:10][c:11]([O:13][c:14]2[c:15]([Cl:24])[cH:16][c:17]([C:20]([F:21])([F:22])[F:23])[cH:18][cH:19]2)[cH:12]1.[S:28]([Cl:29])([Cl:30])=[O:31]>>[CH2:1]([CH3:2])[P:3](=[O:4])([c:7]1[c:8]([N+:25](=[O:26])[O-:27])[cH:9][cH:10][c:11]([O:13][c:14]2[c:15]([Cl:24])[cH:16][c:17]([C:20]([F:21])([F:22])[F:23])[cH:18][cH:19]2)[cH:12]1)[Cl:30]. The product is CCP(=O)(Cl)c1cc(Oc2ccc(C(F)(F)F)cc2Cl)ccc1[N+](=O)[O-]. Starting materials: CCP(=O)(OC)c1cc(Oc2ccc(C(F)(F)F)cc2Cl)ccc1[N+](=O)[O-], O=S(Cl)Cl.